From a dataset of the Open Reaction Database (ORD), a public repository of structured organic reaction records. describe an organic reaction: reactants, conditions, products, and yield The reactants are OC1=C(C=O)C=CC=C1O (2,3-dihydroxybenzaldehyde), C([O-])([O-])=O.[K+].[K+] (potassium carbonate), C(Cl)Cl (methylene chloride). The reagents and catalysts are [Cu]=O (copper oxide). The solvent is CN(C=O)C (dimethylformamide). Product: C1OC2=C(C=O)C=CC=C2O1 (2,3-methylenedioxybenzaldehyde). Yield: 79.9%. Reaction SMILES: [OH:1][C:2]1[C:9]([OH:10])=[CH:8][CH:7]=[CH:6][C:3]=1[CH:4]=[O:5].[C:11](=O)([O-])[O-].[K+].[K+].C(Cl)Cl>[Cu]=O.CN(C)C=O>[CH2:11]1[O:10][C:9]2[C:2](=[C:3]([CH:6]=[CH:7][CH:8]=2)[CH:4]=[O:5])[O:1]1 |f:1.2.3|. Procedure: 138.0 g (1.0 mol) of 2,3-dihydroxybenzaldehyde, 415.0 g (3.0 mol) of potassium carbonate, 4.7 g of copper oxide, 255.0 g (3.0 mol) of methylene chloride and 1500 ml of distilled dimethylformamide are boiled for 7 hours, while stirring intensively.. The reaction mixture is evaporated to dryness in vacuo and, after addition of 1000 ml of ice-water to the residue, the mixture is extracted four times by shaking with 300 ml of methyl tert-butyl ether each time. The combined ether extracts are washed ...